From a dataset of the Open Reaction Database (ORD), a public repository of structured organic reaction records. describe an organic reaction: reactants, conditions, products, and yield The reactants are N(C(=O)C)C1=CC=C(C=C1)O (p-Acetaminophenol), C([O-])([O-])=O.[K+].[K+] (potassium carbonate), C(=O)=O (CO2). Reported procedure: p-Acetaminophenol 15 g, and potassium carbonate 37.5 g were added into a 500 ml autoclave, and CO2 was introduced to perform a carboxylation reaction under a reaction pressure of 3.0 MPa and heated to 185° C., maintained for 14 hours, then the reaction was terminated, cooled to 80° C., and 1500 ml distilled water was added to dissolve potassium 5-aminosalicylate. After decolorization, the aqueous phase was acidified with 20˜30% hydrochloric acid until pH=4, cooled and then filtered to obtain the... The product is NC1=CC=C(C(C(=O)O)=C1)O (5-aminosalicylic acid). Reaction conditions: temperature 185 celsius. Isolated yield 35.0%. RXN SMILES: [NH:1]([C:5]1[CH:10]=[CH:9][C:8]([OH:11])=[CH:7][CH:6]=1)C(C)=O.[C:12](=O)([O-:14])[O-:13].[K+].[K+].C(=O)=O>>[NH2:1][C:5]1[CH:6]=[C:7]([C:12]([OH:14])=[O:13])[C:8]([OH:11])=[CH:9][CH:10]=1 |f:1.2.3|. Starting materials: NCC=1C=C(C=C(C1)C(F)(F)F)NC(=O)C1CCC=2C=CC(=CC2C1)OC1=CC(=NC=C1)C(=O)NC (4-{[7-({[3-(aminomethyl)-5-(trifluoromethyl)phenyl]amino}-carbonyl)-5,6,7,8-tetrahydronaphthalen-2-yl]oxy}-N-methylpyridine-2-carboxamide), TEA, N(=C=O)CC (isocyanatoethane). Run in C1CCOC1 (THF), C1CCOC1 (THF), O (water). Conditions: time 8 hour. Yields the product C(C)NC(=O)NCC=1C=C(C=C(C1)C(F)(F)F)NC(=O)C1CCC=2C=CC(=CC2C1)OC1=CC(=NC=C1)C(=O)NC (4-{[7-({[3-({[(ethylamino)carbonyl]amino}methyl)-5-(trifluoromethyl)phenyl]amino}carbonyl)-5,6,7,8-tetrahydronaphthalen-2-yl]-oxy}-N-methylpyridine-2-carboxamide). RXN SMILES: [NH2:1][CH2:2][C:3]1[CH:4]=[C:5]([NH:13][C:14]([CH:16]2[CH2:25][C:24]3[CH:23]=[C:22]([O:26][C:27]4[CH:32]=[CH:31][N:30]=[C:29]([C:33]([NH:35][CH3:36])=[O:34])[CH:28]=4)[CH:21]=[CH:20][C:19]=3[CH2:18][CH2:17]2)=[O:15])[CH:6]=[C:7]([C:9]([F:12])([F:11])[F:10])[CH:8]=1.[N:37]([CH2:40][CH3:41])=[C:38]=[O:39]>C1COCC1.O>[CH2:40]([NH:37][C:38]([NH:1][CH2:2][C:3]1[CH:4]=[C:5]([NH:13][C:14]([CH:16]2[CH2:25][C:24]3[CH:23]=[C:22]([O:26][C:27]4[CH:32]=[CH:31][N:30]=[C:29]([C:33]([NH:35][CH3:36])=[O:34])[CH:28]=4)[CH:21]=[CH:20][C:19]=3[CH2:18][CH2:17]2)=[O:15])[CH:6]=[C:7]([C:9]([F:12])([F:10])[F:11])[CH:8]=1)=[O:39])[CH3:41]. Procedure details: To a solution of 4-{[7-({[3-(aminomethyl)-5-(trifluoromethyl)phenyl]amino}-carbonyl)-5,6,7,8-tetrahydronaphthalen-2-yl]oxy}-N-methylpyridine-2-carboxamide (0.411 g, 0.824 mmol) and TEA (0.23 mL, 1.65 mmol) in THF (10 mL) was added isocyanatoethane (0.10 mL, 1.26 mmol) in THF (5 mL) dropwise. The reaction mixture was allowed to stir at rt overnight. The reaction mixture was diluted with water and extracted with DCM. The organic solutions were combined, washed with brine, dried over MgSO4, filtere... The reactants are C(=O)([O-])[O-].[Na+].[Na+] (Na2CO3), N1=CC(=CC=C1)B(O)O (3-pyridinylboronic acid), BrC1=CC=C(C=CC=O)C=C1 (4-bromocinnamaldehyde). Reagents/catalysts: C=1C=CC(=CC1)[P](C=2C=CC=CC2)(C=3C=CC=CC3)[Pd]([P](C=4C=CC=CC4)(C=5C=CC=CC5)C=6C=CC=CC6)([P](C=7C=CC=CC7)(C=8C=CC=CC8)C=9C=CC=CC9)[P](C=1C=CC=CC1)(C=1C=CC=CC1)C=1C=CC=CC1 (tetrakis(triphenylphosphine)palladium(0)). Solvent: CO (methanol), C1(=CC=CC=C1)C (toluene), ClCCl (dichloromethane). Product: N1=CC(=CC=C1)C1=CC=C(C=C1)C=CC=O (3-[4-(3-Pyridinyl)phenyl]-2-propenal). RXN SMILES: C([O-])([O-])=O.[Na+].[Na+].[N:7]1[CH:12]=[CH:11][CH:10]=[C:9](B(O)O)[CH:8]=1.Br[C:17]1[CH:26]=[CH:25][C:20]([CH:21]=[CH:22][CH:23]=[O:24])=[CH:19][CH:18]=1>CO.C1(C)C=CC=CC=1.ClCCl.C1C=CC([P]([Pd]([P](C2C=CC=CC=2)(C2C=CC=CC=2)C2C=CC=CC=2)([P](C2C=CC=CC=2)(C2C=CC=CC=2)C2C=CC=CC=2)[P](C2C=CC=CC=2)(C2C=CC=CC=2)C2C=CC=CC=2)(C2C=CC=CC=2)C2C=CC=CC=2)=CC=1>[N:7]1[CH:12]=[CH:11][CH:10]=[C:9]([C:17]2[CH:26]=[CH:25][C:20]([CH:21]=[CH:22][CH:23]=[O:24])=[CH:19][CH:18]=2)[CH:8]=1 |f:0.1.2,^1:42,44,63,82|. Reported procedure: 2M aq. Na2CO3 (1 mL) and a solution of 3-pyridinylboronic acid (148 mg, 1.20 mmol) in methanol (1 mL) were added to a solution of 4-bromocinnamaldehyde (211 mg, 1.00 mmol, prepared as described in Tetrahedron 1998, 54, 10761) and tetrakis(triphenylphosphine)palladium(0) (35 mg, 0.030 mmol) in toluene (2 mL) and the mixture was heated to reflux for 36 h. The cooled reaction mixture was diluted with dichloromethane, washed with sat. aq. NaHCO3 and brine, dried (MgSO4), and concentrated. Purificati... The reactants are C(=O)([O-])[O-].[Cs+].[Cs+] (Cs2CO3), ClC1=C2C(=NC=C1C(F)(F)F)NC(=C2)C2=CC=C(C=C2)F (4-chloro-2-(4-fluorophenyl)-5-(trifluoromethyl)-1H-pyrrolo[2,3-b]-pyridine), C(#C)C1=C(C=CC=C1)N(S(=O)(=O)C)C (N-(2-ethynylphenyl)-N-methylmethanesulfonamide). The reagents and catalysts are CC(=O)[O-].CC(=O)[O-].[Pd+2] (Pd(OAc)2). Solvent: O1CCOCC1 (1,4-dioxane). Reaction conditions: temperature 100 celsius, time 5 hour. Yields the product FC1=CC=C(C=C1)C1=CC=2C(=NC=C(C2C#CC2=C(C=CC=C2)N(S(=O)(=O)C)C)C(F)(F)F)N1 (N-(2-((2-(4-fluorophenyl)-5-(trifluoromethyl)-1H-pyrrolo[2,3-b]-pyridin-4-yl)ethynyl)phenyl)-N-methylmethanesulfonamide). The yield is 70.0%. Reaction SMILES: C([O-])([O-])=O.[Cs+].[Cs+].Cl[C:8]1[C:13]([C:14]([F:17])([F:16])[F:15])=[CH:12][N:11]=[C:10]2[NH:18][C:19]([C:21]3[CH:26]=[CH:25][C:24]([F:27])=[CH:23][CH:22]=3)=[CH:20][C:9]=12.[C:28]([C:30]1[CH:35]=[CH:34][CH:33]=[CH:32][C:31]=1[N:36]([CH3:41])[S:37]([CH3:40])(=[O:39])=[O:38])#[CH:29]>O1CCOCC1.CC([O-])=O.CC([O-])=O.[Pd+2]>[F:27][C:24]1[CH:25]=[CH:26][C:21]([C:19]2[NH:18][C:10]3=[N:11][CH:12]=[C:13]([C:14]([F:17])([F:16])[F:15])[C:8]([C:29]#[C:28][C:30]4[CH:35]=[CH:34][CH:33]=[CH:32][C:31]=4[N:36]([CH3:41])[S:37]([CH3:40])(=[O:39])=[O:38])=[C:9]3[CH:20]=2)=[CH:22][CH:23]=1 |f:0.1.2,6.7.8|. Reported procedure: Cul (19 mg), Pd(OAc)2 (22 mg) and Cs2CO3 (1.27 g) are added to a degassed solution of 4-chloro-2-(4-fluorophenyl)-5-(trifluoromethyl)-1H-pyrrolo[2,3-b]-pyridine (628 mg), N-(2-ethynylphenyl)-N-methylmethanesulfonamide (450 mg) in 1,4-dioxane (10 ml), and the mixture is stirred at 100° C. for 5 h. Conventional work-up and purification gives the title compound in 70% yield (663 mg). Reactants: [H-], CCI, [Na+], CN(C)C=O, O, O=C1Nc2ccccc2Nc2ncccc21. Yields the product CCN1c2ccccc2NC(=O)c2cccnc21. RXN SMILES: [H-:22].[I:24][CH2:25][CH3:26].[Na+:23].[O:17]=[CH:18][N:19]([CH3:20])[CH3:21].[OH2:27].[n:1]1[cH:2][cH:3][cH:4][c:5]2[c:6]1[NH:7][c:8]1[c:9]([cH:13][cH:14][cH:15][cH:16]1)[NH:10][C:11]2=[O:12]>>[n:1]1[cH:2][cH:3][cH:4][c:5]2[c:6]1[N:7]([CH2:25][CH3:26])[c:8]1[c:9]([cH:13][cH:14][cH:15][cH:16]1)[NH:10][C:11]2=[O:12]. Reactants: COC(C(CC1=CC(=C(C(=C1)C)C1=NC2=C(N1)C=C(C=C2)C=2OC(=NN2)C2=C(C=CC=C2)C)C)(C)C)=O (3-{3,5-Dimethyl-4-[6-(5-o-tolyl-[1,3,4]oxadiazol-2-yl)-1H-benzoimidazol-2-yl]-phenyl}-2,2-dimethyl-propionic acid methyl ester), CC1=C(C(=O)NN)C=CC=C1 (2-methyl-benzoic acid hydrazide), COC(=O)C(CC1=CC(=C(C(=C1)C)C=1NC2=C(N1)C=CC(=C2)C(=O)O)C)(C)C (2-[4-(2-methoxycarbonyl-2-methyl-propyl)-2,6-dimethyl-phenyl]-3H-benzoimidazole-5-carboxylic acid), CC[N+](CC)(CC)S(=O)(=O)N=C([O-])OC (Burgess reagent), C(CCl)Cl (EDC), C=1C=CC2=C(C1)N=NN2O (HOBt), carboxylic acid. Run in CCOC(=O)C (EtOAc), CN(C)C=O (DMF), CCOC(=O)C (EtOAc). Product: CC=1C=C(C=C(C1C1=NC2=C(N1)C=C(C=C2)C=2OC(=NN2)C2=C(C=CC=C2)C)C)CC(C(=O)O)(C)C (3-{3,5-Dimethyl-4-[6-(5-o-tolyl-[1,3,4]oxadiazol-2-yl)-1H-benzoimidazol-2-yl]-phenyl}-2,2-dimethyl-propionic acid). As a reaction SMILES: C[O:2][C:3](=[O:37])[C:4]([CH3:36])([CH3:35])[CH2:5][C:6]1[CH:11]=[C:10]([CH3:12])[C:9]([C:13]2[NH:17][C:16]3[CH:18]=[C:19]([C:22]4[O:23][C:24]([C:27]5[CH:32]=[CH:31][CH:30]=[CH:29][C:28]=5[CH3:33])=[N:25][N:26]=4)[CH:20]=[CH:21][C:15]=3[N:14]=2)=[C:8]([CH3:34])[CH:7]=1.C(Cl)CCl.C1C=CC2N(O)N=NC=2C=1.COC(C(C)(C)CC1C=C(C)C(C2NC3C=C(C(O)=O)C=CC=3N=2)=C(C)C=1)=O.CC1C=CC=CC=1C(NN)=O.CC[N+](S(N=C(OC)[O-])(=O)=O)(CC)CC>CN(C=O)C.CCOC(C)=O>[CH3:12][C:10]1[CH:11]=[C:6]([CH2:5][C:4]([CH3:36])([CH3:35])[C:3]([OH:37])=[O:2])[CH:7]=[C:8]([CH3:34])[C:9]=1[C:13]1[NH:17][C:16]2[CH:18]=[C:19]([C:22]3[O:23][C:24]([C:27]4[CH:32]=[CH:31][CH:30]=[CH:29][C:28]=4[CH3:33])=[N:25][N:26]=3)[CH:20]=[CH:21][C:15]=2[N:14]=1. Procedure: 3-{3,5-Dimethyl-4-[6-(5-o-tolyl-[1,3,4]oxadiazol-2-yl)-1H-benzoimidazol-2-yl]-phenyl}-2,2-dimethyl-propionic acid methyl ester. Add EDC (380 mg, 1.98 mmol) and HOBt (268 mg, 1.98 mmol) to a stirring solution of 2-[4-(2-methoxycarbonyl-2-methyl-propyl)-2,6-dimethyl-phenyl]-3H-benzoimidazole-5-carboxylic acid (626 mg, 1.65 mmol) and 2-methyl-benzoic acid hydrazide (248 mg, 1.65 mmol) in DMF (6 mL) under N2. Upon disappearance of the carboxylic acid by LC/MS, dilute the reaction with EtOAc (60 mL) ... Starting materials: CC1=C(N)C=CC=C1Cl (2-methyl-3-chloroaniline), C(=O)(O)C1=CC=C(C=O)C=C1 (p-carboxybenzaldehyde). Conditions: time 1.5 hour. The product is C(=O)(O)C1=CC=C(C=NC2=C(C(=CC=C2)Cl)C)C=C1 (N-(p-carboxybenzylidene)-2-methyl-3-chloroaniline). As a reaction SMILES: [CH3:1][C:2]1[C:8]([Cl:9])=[CH:7][CH:6]=[CH:5][C:3]=1[NH2:4].[C:10]([C:13]1[CH:20]=[CH:19][C:16]([CH:17]=O)=[CH:15][CH:14]=1)([OH:12])=[O:11]>>[C:10]([C:13]1[CH:20]=[CH:19][C:16]([CH:17]=[N:4][C:3]2[CH:5]=[CH:6][CH:7]=[C:8]([Cl:9])[C:2]=2[CH3:1])=[CH:15][CH:14]=1)([OH:12])=[O:11]. Reported procedure: 2-methyl-3-chloroaniline (0.25 moles) and p-carboxybenzaldehyde (0.25 moles) were ground in a mortar. The mixture was heated, with stirring in a water bath for 1.5 hours. Distillation at reduced pressure gave N-(p-carboxybenzylidene)-2-methyl-3-chloroaniline as a second fraction.